Dataset: the Open Reaction Database (ORD), a public repository of structured organic reaction records. Task: describe an organic reaction: reactants, conditions, products, and yield Procedure details: To a solution of 4-{1-[2-(2-isopropyl-5-methyl-2H-[1,2,4]triazol-3-yl)-4,5-dihydro-6-oxa-1,3a-diazabenzo[e]azulen-8-yloxy]ethyl}piperidine-1-carboxylic acid benzyl ester from Example 11 (60 mg, 0.10 mmol) in acetone (2 mL) and MeOH (0.5 mL) was added 10% Pd/C (50 mg). The reaction mixture was stirred at RT under a hydrogen atmosphere for 48 h. The suspension was then filtered through a pad of Celite® and the filtrate was concentrated in vacuo. The resulting residue was purified by column chromat... Reagents/catalysts: [Pd] (Pd/C). The yield is 42.0%. As a reaction SMILES: C(OC([N:11]1[CH2:16][CH2:15][CH:14]([CH:17]([O:19][C:20]2[CH:42]=[CH:41][C:23]3[C:24]4[N:28]([CH2:29][CH2:30][O:31][C:22]=3[CH:21]=2)[CH:27]=[C:26]([C:32]2[N:33]([CH:38]([CH3:40])[CH3:39])[N:34]=[C:35]([CH3:37])[N:36]=2)[N:25]=4)[CH3:18])[CH2:13][CH2:12]1)=O)C1C=CC=CC=1.[CH3:43][C:44]([CH3:46])=O>CO.[Pd]>[CH:38]([N:33]1[C:32]([C:26]2[N:25]=[C:24]3[C:23]4[CH:41]=[CH:42][C:20]([O:19][CH:17]([CH:14]5[CH2:15][CH2:16][N:11]([CH:44]([CH3:46])[CH3:43])[CH2:12][CH2:13]5)[CH3:18])=[CH:21][C:22]=4[O:31][CH2:30][CH2:29][N:28]3[CH:27]=2)=[N:36][C:35]([CH3:37])=[N:34]1)([CH3:39])[CH3:40]. Reactants: C(C1=CC=CC=C1)OC(=O)N1CCC(CC1)C(C)OC1=CC2=C(C3=NC(=CN3CCO2)C=2N(N=C(N2)C)C(C)C)C=C1 (4-{1-[2-(2-Isopropyl-5-methyl-2H-[1,2,4]triazol-3-yl)-4,5-dihydro-6-oxa-1,3a-diazabenzo[e]azulen-8-yloxy]ethyl}piperidine-1-carboxylic acid benzyl ester), CC(=O)C (acetone). Conditions: time 48 hour. Run in CO (MeOH). Product: C(C)(C)N1N=C(N=C1C=1N=C2N(CCOC3=C2C=CC(=C3)OC(C)C3CCN(CC3)C(C)C)C1)C (2-(1-isopropyl-3-methyl-1H-1,2,4-triazol-5-yl)-9-(1-(1-isopropylpiperidin-4-yl)ethoxy)-5,6-dihydrobenzo[f]imidazo[1,2-d][1,4]oxazepine). Starting materials: COC1=CC=C(CNC2=CC=C(C(=O)OCC)C=C2)C=C1 (ethyl p-[(p-methoxybenzyl)amino]benzoate), Cl (hydrochloric acid), [OH-].[K+] (potassium hydroxide), C(C)O.O (ethanol water). The solvent is O (water). Yields the product COC1=CC=C(CNC2=CC=C(C(=O)O)C=C2)C=C1 (p-[(p-Methoxybenzyl)amino]benzoic Acid). As a reaction SMILES: [CH3:1][O:2][C:3]1[CH:21]=[CH:20][C:6]([CH2:7][NH:8][C:9]2[CH:19]=[CH:18][C:12]([C:13]([O:15]CC)=[O:14])=[CH:11][CH:10]=2)=[CH:5][CH:4]=1.[OH-].[K+].C(O)C.O.Cl>O>[CH3:1][O:2][C:3]1[CH:4]=[CH:5][C:6]([CH2:7][NH:8][C:9]2[CH:19]=[CH:18][C:12]([C:13]([OH:15])=[O:14])=[CH:11][CH:10]=2)=[CH:20][CH:21]=1 |f:1.2,3.4|. Procedure: A mixture of 15 g. of ethyl p-[(p-methoxybenzyl)amino]benzoate, (prepared as described in Example 14) 15 g. of potassium hydroxide and 200 ml. of ethanol-water (9:1) are refluxed for 3 hours, acidified while hot with concentrated hydrochloric acid, diluted with water, cooled, filtered and the solid is washed with water to give tan crystals, m.p. 208°-210° C. Recrystallization from ethanol gives off-white crystals, m.p. 209°-210° C.